This data is from the Open Reaction Database (ORD), a public repository of structured organic reaction records. The task is: describe an organic reaction: reactants, conditions, products, and yield The reactants are [H-].[Al+3].[Li+].[H-].[H-].[H-] (lithium aluminum hydride), FC=1C=C(C=C(C1)F)C1=CC=C(C=C1)CCC(=O)OC (methyl 3-(3′,5′-difluorobiphenyl-4-yl)propanoate). The solvent is O1CCCC1 (tetrahydrofuran), O1CCCC1 (tetrahydrofuran). Conditions: temperature 0 celsius, time 3 hour. Yields the product FC=1C=C(C=C(C1)F)C1=CC=C(C=C1)CCC(=O)O (3-(3′,5′-difluorobiphenyl-4-yl)propanoic acid). Reaction SMILES: [H-].[Al+3].[Li+].[H-].[H-].[H-].[F:7][C:8]1[CH:9]=[C:10]([C:15]2[CH:20]=[CH:19][C:18]([CH2:21][CH2:22][C:23]([O:25]C)=[O:24])=[CH:17][CH:16]=2)[CH:11]=[C:12]([F:14])[CH:13]=1>O1CCCC1>[F:7][C:8]1[CH:9]=[C:10]([C:15]2[CH:16]=[CH:17][C:18]([CH2:21][CH2:22][C:23]([OH:25])=[O:24])=[CH:19][CH:20]=2)[CH:11]=[C:12]([F:14])[CH:13]=1 |f:0.1.2.3.4.5|. Procedure: To a stirred solution of lithium aluminum hydride (0.2 g) in tetrahydrofuran (15 mL), the compound obtained from step c above (0.77 g) in tetrahydrofuran (50 mL) was added at 0° C. The reaction mixture was stirred at 0° C. for 3 hours. The reaction mixture was quenched carefully with saturated ammonium chloride solution, filtered through a celite pad, and washed with ethyl acetate. The organic layers were separated, washed with brine, and dried over anhydrous sodium sulfate, and solvents were ev... Starting materials: C1CCOC1, CS(=O)(=O)N1CCC(N)CC1, O=S(=O)(Nc1cccc(-c2nc(N3CCOCC3)sc2-c2ccnc(Cl)n2)c1F)c1cc(F)ccc1F. Product: CS(=O)(=O)N1CCC(Nc2nccc(-c3sc(N4CCOCC4)nc3-c3cccc(NS(=O)(=O)c4cc(F)ccc4F)c3F)n2)CC1. Reaction SMILES: [CH2:49]1[O:50][CH2:51][CH2:52][CH2:53]1.[CH3:38][S:39](=[O:40])(=[O:41])[N:42]1[CH2:43][CH2:44][CH:45]([NH2:48])[CH2:46][CH2:47]1.[Cl:1][c:2]1[n:3][cH:4][cH:5][c:6](-[c:8]2[c:9](-[c:19]3[c:20]([F:37])[c:21]([NH:25][S:26](=[O:27])(=[O:28])[c:29]4[c:30]([F:36])[cH:31][cH:32][c:33]([F:35])[cH:34]4)[cH:22][cH:23][cH:24]3)[n:10][c:11]([N:13]3[CH2:14][CH2:15][O:16][CH2:17][CH2:18]3)[s:12]2)[n:7]1>>[c:2]1([NH:48][CH:45]2[CH2:44][CH2:43][N:42]([S:39]([CH3:38])(=[O:40])=[O:41])[CH2:47][CH2:46]2)[n:3][cH:4][cH:5][c:6](-[c:8]2[c:9](-[c:19]3[c:20]([F:37])[c:21]([NH:25][S:26](=[O:27])(=[O:28])[c:29]4[c:30]([F:36])[cH:31][cH:32][c:33]([F:35])[cH:34]4)[cH:22][cH:23][cH:24]3)[n:10][c:11]([N:13]3[CH2:14][CH2:15][O:16][CH2:17][CH2:18]3)[s:12]2)[n:7]1.